Dataset: the Open Reaction Database (ORD), a public repository of structured organic reaction records. Task: describe an organic reaction: reactants, conditions, products, and yield Starting materials: C1(=CC=CC=C1)C1=NNC=C1 (3-phenyl-1H-pyrazole), C([O-])([O-])=O.[K+].[K+] (potassium carbonate), trans-cyclohexyldiamine, FC1=C(C=CC=C1)I (2-fluoroiodobenzene). Reagents/catalysts: [Cu](I)I (copper iodide). Solvent: O1CCOCC1 (dioxane). Reaction conditions: temperature 110 celsius. The product is FC1=C(C=CC=C1)N1N=C(C=C1)C1=CC=CC=C1 (1-(2-Fluorophenyl)-3-phenyl-1-H-pyrazole). Yield: 36.0%. As a reaction SMILES: [C:1]1([C:7]2[CH:11]=[CH:10][NH:9][N:8]=2)[CH:6]=[CH:5][CH:4]=[CH:3][CH:2]=1.C(=O)([O-])[O-].[K+].[K+].[F:18][C:19]1[CH:24]=[CH:23][CH:22]=[CH:21][C:20]=1I>[Cu](I)I.O1CCOCC1>[F:18][C:19]1[CH:24]=[CH:23][CH:22]=[CH:21][C:20]=1[N:9]1[CH:10]=[CH:11][C:7]([C:1]2[CH:2]=[CH:3][CH:4]=[CH:5][CH:6]=2)=[N:8]1 |f:1.2.3|. Procedure: Add dioxane (7 mL) to a mixture of 3-phenyl-1H-pyrazole (2 g, 13.9 mmol), copper iodide (132 mg, 0.05 mmol) and potassium carbonate (555 mg, 4.2 mmol). Add 2-fluoroiodobenzene (1.94 mL, 16.6 mmol), trans-cyclohexyldiamine (0.35 mL, 2.78 mmol). Heat at 110° C. for about 18 hours. Cool to RT and filter through a silica gel pad eluting with ethyl acetate. Concentrate and purify (silica gel chromatography, eluting with hexane:ethyl acetate 84:16) to give the desired compound (36%). Starting materials: O (water), C(CCCCCC)C=1NC2=CC=C(C=C2C1)C(=O)O (2-(n-heptyl)indole-5-carboxylic acid), Cl (hydrogen chloride), C(C)O (ethanol), C(C)O (ethanol). Product: C(CCCCCC)C=1NC2=CC=C(C=C2C1)C(=O)OCC (ethyl 2-(n-heptyl)indole-5-carboxylate). As a reaction SMILES: [CH2:1]([C:8]1[NH:9][C:10]2[C:15]([CH:16]=1)=[CH:14][C:13]([C:17]([OH:19])=[O:18])=[CH:12][CH:11]=2)[CH2:2][CH2:3][CH2:4][CH2:5][CH2:6][CH3:7].Cl.O.[CH2:22](O)[CH3:23]>>[CH2:1]([C:8]1[NH:9][C:10]2[C:15]([CH:16]=1)=[CH:14][C:13]([C:17]([O:19][CH2:22][CH3:23])=[O:18])=[CH:12][CH:11]=2)[CH2:2][CH2:3][CH2:4][CH2:5][CH2:6][CH3:7]. Procedure: A solution of 2-(n-heptyl)indole-5-carboxylic acid (18.4 g) in ethanol (80 ml) containing a solution of hydrogen chloride gas in ethanol (110 ml, of strength 34% w/v) was refluxed for 6 hours. The solution was poured into water and the solid was collected and was recrystallised from methanol to give ethyl 2-(n-heptyl)indole-5-carboxylate (10.7 g), in the form of buff crystals, m.p. 66°-69° C. Yield: 95.0%. Product: CC(=CC(=O)NCCO)CCCC(CCCC(CCCC(C)C)C)C (N-(3,7,11,15-Tetramethyl-2-hexadecenoyl)-ethanolamine). Reaction SMILES: [CH3:1][C:2]([CH2:7][CH2:8][CH2:9][CH:10]([CH3:22])[CH2:11][CH2:12][CH2:13][CH:14]([CH3:21])[CH2:15][CH2:16][CH2:17][CH:18]([CH3:20])[CH3:19])=[CH:3][C:4]([OH:6])=O.[CH2:23]([CH2:25][NH2:26])[OH:24]>>[CH3:1][C:2]([CH2:7][CH2:8][CH2:9][CH:10]([CH3:22])[CH2:11][CH2:12][CH2:13][CH:14]([CH3:21])[CH2:15][CH2:16][CH2:17][CH:18]([CH3:20])[CH3:19])=[CH:3][C:4]([NH:26][CH2:25][CH2:23][OH:24])=[O:6]. Procedure details: The procedure of Example 1 was repeated except that 6.2 g of 3,7,11,15-tetramethyl-2-hexadecenoic acid and 1.8 ml of ethanolamine were used as starting materials. 6.7 g (yield 95%) of the title compound was obtained as a colorless oil. Reactants: CC(=CC(=O)O)CCCC(CCCC(CCCC(C)C)C)C (3,7,11,15-tetramethyl-2-hexadecenoic acid), C(O)CN (ethanolamine). Reactants: CS(=O)(=O)c1ccc2c(c1)CCN2, CC(C)(C)[O-], CC(C)OC(=O)N1CCC(Oc2cc(Cl)ncn2)CC1, [Na+], CC(=O)[O-], CC(=O)[O-], C1CCOC1, O, [Pd+2]. The product is CC(C)OC(=O)N1CCC(Oc2cc(N3CCc4cc(S(C)(=O)=O)ccc43)ncn2)CC1. As a reaction SMILES: [CH3:1][S:2](=[O:3])(=[O:4])[c:5]1[cH:6][c:7]2[c:11]([cH:12][cH:13]1)[NH:10][CH2:9][CH2:8]2.[CH3:34][C:35]([CH3:36])([O-:37])[CH3:38].[Cl:14][c:15]1[cH:16][c:17]([O:21][CH:22]2[CH2:23][CH2:24][N:25]([C:28](=[O:29])[O:30][CH:31]([CH3:32])[CH3:33])[CH2:26][CH2:27]2)[n:18][cH:19][n:20]1.[Na+:39].[O-:47][C:48]([CH3:49])=[O:50].[O-:51][C:52]([CH3:53])=[O:54].[O:41]1[CH2:42][CH2:43][CH2:44][CH2:45]1.[OH2:40].[Pd+2:46]>>[CH3:1][S:2](=[O:3])(=[O:4])[c:5]1[cH:6][c:7]2[c:11]([cH:12][cH:13]1)[N:10]([c:15]1[cH:16][c:17]([O:21][CH:22]3[CH2:23][CH2:24][N:25]([C:28](=[O:29])[O:30][CH:31]([CH3:32])[CH3:33])[CH2:26][CH2:27]3)[n:18][cH:19][n:20]1)[CH2:9][CH2:8]2. Starting materials: FC=1C=CC2=C(CC(O2)C(=O)N2CCN(CC2)CC2=CC=CC=C2)C1 (1-[(5-fluoro-2,3-dihydrobenzofur-2-yl)carbonyl]-4-benzylpiperazine), Cl.O(C1=CC=CC=C1)C(C(=O)N1CCN(CC1)CC1=CC=CC=C1)C (1-(2-phenoxypropionyl)-4-benzylpiperazine hydrochloride). Product: O(C1=CC=CC=C1)C(CN1CCN(CC1)CC1=CC=CC=C1)C (1-(2-PHENOXYPROPYL)-4-BENZYLPIPERAZINE). Reaction SMILES: F[C:2]1[CH:3]=[CH:4][C:5]2[O:9][CH:8]([C:10]([N:12]3[CH2:17][CH2:16][N:15]([CH2:18][C:19]4[CH:24]=[CH:23][CH:22]=[CH:21][CH:20]=4)[CH2:14][CH2:13]3)=O)[CH2:7][C:6]=2[CH:25]=1.Cl.O(C(C)C(N1CCN(CC2C=CC=CC=2)CC1)=O)C1C=CC=CC=1>>[O:9]([CH:8]([CH3:7])[CH2:10][N:12]1[CH2:13][CH2:14][N:15]([CH2:18][C:19]2[CH:20]=[CH:21][CH:22]=[CH:23][CH:24]=2)[CH2:16][CH2:17]1)[C:5]1[CH:4]=[CH:3][CH:2]=[CH:25][CH:6]=1 |f:1.2|. Reported procedure: By carrying out the preparation as in Example 1, but replacing 1-[(5-fluoro-2,3-dihydrobenzofur-2-yl)carbonyl]-4-benzylpiperazine with the 1-(2-phenoxypropionyl)-4-benzylpiperazine hydrochloride obtained in Example 7, the title product is obtained. Starting materials: BrC1=C(CN2C(OCC2)=O)C=C(C=C1)C(F)(F)F (3-(2-Bromo-5-trifluoromethyl-benzyl)-oxazolidin-2-one), COC(CC1=CC(=C(C=C1)OC)B1OC(C(O1)(C)C)(C)C)=O ([4-methoxy-3-(4,4,5,5-tetramethyl-[1,3,2]dioxaborolan-2-yl)-phenyl]-acetic acid methyl ester), C([O-])([O-])=O.[K+].[K+] (potassium carbonate). The reagents and catalysts are C=1C=CC(=CC1)[P](C=2C=CC=CC2)(C=3C=CC=CC3)[Pd]([P](C=4C=CC=CC4)(C=5C=CC=CC5)C=6C=CC=CC6)([P](C=7C=CC=CC7)(C=8C=CC=CC8)C=9C=CC=CC9)[P](C=1C=CC=CC1)(C=1C=CC=CC1)C=1C=CC=CC1 (Tetrakis(triphenylphosphine)palladium). Run in COCCOC (DME), C(Cl)Cl (CH2Cl2), O (H2O). Run at temperature 90 celsius, time 4 hour. Product: COC(CC=1C=C(C(=CC1)OC)C1=C(C=C(C=C1)C(F)(F)F)CN1C(OCC1)=O)=O ([6-Methoxy-2′-(2-oxo-oxazolidin-3-ylmethyl)-4′-trifluoromethyl-biphenyl-3-yl]-acetic acid methyl ester). As a reaction SMILES: Br[C:2]1[CH:14]=[CH:13][C:12]([C:15]([F:18])([F:17])[F:16])=[CH:11][C:3]=1[CH2:4][N:5]1[CH2:9][CH2:8][O:7][C:6]1=[O:10].[CH3:19][O:20][C:21](=[O:40])[CH2:22][C:23]1[CH:28]=[CH:27][C:26]([O:29][CH3:30])=[C:25](B2OC(C)(C)C(C)(C)O2)[CH:24]=1.C(=O)([O-])[O-].[K+].[K+]>COCCOC.C(Cl)Cl.O.C1C=CC([P]([Pd]([P](C2C=CC=CC=2)(C2C=CC=CC=2)C2C=CC=CC=2)([P](C2C=CC=CC=2)(C2C=CC=CC=2)C2C=CC=CC=2)[P](C2C=CC=CC=2)(C2C=CC=CC=2)C2C=CC=CC=2)(C2C=CC=CC=2)C2C=CC=CC=2)=CC=1>[CH3:19][O:20][C:21](=[O:40])[CH2:22][C:23]1[CH:24]=[C:25]([C:2]2[CH:14]=[CH:13][C:12]([C:15]([F:18])([F:17])[F:16])=[CH:11][C:3]=2[CH2:4][N:5]2[CH2:9][CH2:8][O:7][C:6]2=[O:10])[C:26]([O:29][CH3:30])=[CH:27][CH:28]=1 |f:2.3.4,^1:60,62,81,100|. Procedure details: 3-(2-Bromo-5-trifluoromethyl-benzyl)-oxazolidin-2-one (0.234 g, 0.71 mmol), [4-methoxy-3-(4,4,5,5-tetramethyl-[1,3,2]dioxaborolan-2-yl)-phenyl]-acetic acid methyl ester (0.181 g, 0.59 mmol), and potassium carbonate (0.209 g, 1.48 mmol) were combined in DME (2.5 mL) and H2O (1.2 mL) and purged with N2 for 30 minutes. Tetrakis(triphenylphosphine)palladium (0) (0.069 g, 0.06 mmol) was added, and the reaction was stirred at 90° C. for 4 hours. After cooling to room temperature, the mixture was dilut...